From a dataset of the Open Reaction Database (ORD), a public repository of structured organic reaction records. describe an organic reaction: reactants, conditions, products, and yield Reactants: C(C)OC(C(C)(C1CCOCC1)C)=O (2-methyl-2-(tetrahydro-pyran-4-yl)-propionic acid ethyl ester), [OH-].[K+] (potassium hydroxide). Solvent: C(C)O (ethanol). As a reaction SMILES: C([O:3][C:4](=[O:14])[C:5]([CH3:13])([CH:7]1[CH2:12][CH2:11][O:10][CH2:9][CH2:8]1)[CH3:6])C.[OH-].[K+]>C(O)C>[CH3:13][C:5]([CH:7]1[CH2:8][CH2:9][O:10][CH2:11][CH2:12]1)([CH3:6])[C:4]([OH:14])=[O:3] |f:1.2|. Reported procedure: A solution of 0.795 g of 2-methyl-2-(tetrahydro-pyran-4-yl)-propionic acid ethyl ester in 3 ml of ethanol is admixed with 3 ml of a 40% aqueous potassium hydroxide solution and then heated to reflux. After 4 hours, the reaction mixture is cooled to room temperature and the ethanol removed in vacuo. The remaining aqueous solution is acidified (pH 2-3) with 4M HCl and then extracted with tert-butyl methyl ether (2×). The combined organic layers are washed with water and brine, dried over sodium su... Run at time 4 hour. The product is CC(C(=O)O)(C)C1CCOCC1 (2-Methyl -2-(tetrahydro-pyran-4-yl)-propionic acid).